Task: describe an organic reaction: reactants, conditions, products, and yield. Dataset: the Open Reaction Database (ORD), a public repository of structured organic reaction records Starting materials: C=C[Sn](CCCC)(CCCC)CCCC, CCOC(C)=O, O=S(=O)(c1ccc(Cl)nc1)c1ccccc1F, C1CCOC1. The product is C=Cc1ccc(S(=O)(=O)c2ccccc2F)cn1. RXN SMILES: [CH2:18]([CH2:19][CH2:31][CH3:32])[Sn:20]([CH2:21][CH2:22][CH2:23][CH3:24])([CH2:25][CH2:26][CH2:27][CH3:28])[CH:29]=[CH2:30].[CH3:38][CH2:39][O:40][C:41](=[O:42])[CH3:43].[Cl:1][c:2]1[n:3][cH:4][c:5]([S:8](=[O:9])(=[O:10])[c:11]2[c:12]([F:17])[cH:13][cH:14][cH:15][cH:16]2)[cH:6][cH:7]1.[O:33]1[CH2:34][CH2:35][CH2:36][CH2:37]1>>[c:2]1([CH:18]=[CH2:19])[n:3][cH:4][c:5]([S:8](=[O:9])(=[O:10])[c:11]2[c:12]([F:17])[cH:13][cH:14][cH:15][cH:16]2)[cH:6][cH:7]1. The reactants are C1CCOC1, COCCO[AlH2-]OCCOC, Cc1ccccc1, CCOC(C)=O, CCCCCC=CCC=CCCCCCCCC(=O)O, [Na+], [Na+], [Na+], O=S(=O)([O-])[O-]. Product: CCCCCC=CCC=CCCCCCCCCO. As a reaction SMILES: [CH2:1]1[O:2][CH2:3][CH2:4][CH2:5]1.[CH3:27][O:28][CH2:29][CH2:30][O:31][AlH2-:32][O:33][CH2:34][CH2:35][O:36][CH3:37].[CH3:45][c:46]1[cH:47][cH:48][cH:49][cH:50][cH:51]1.[CH3:52][CH2:53][O:54][C:55](=[O:56])[CH3:57].[CH3:6][CH2:7][CH2:8][CH2:9][CH2:10][CH:11]=[CH:12][CH2:13][CH:14]=[CH:15][CH2:16][CH2:17][CH2:18][CH2:19][CH2:20][CH2:21][CH2:22][C:23]([OH:24])=[O:25].[Na+:26].[Na+:38].[Na+:39].[O-:40][S:41](=[O:42])(=[O:43])[O-:44]>>[CH3:6][CH2:7][CH2:8][CH2:9][CH2:10][CH:11]=[CH:12][CH2:13][CH:14]=[CH:15][CH2:16][CH2:17][CH2:18][CH2:19][CH2:20][CH2:21][CH2:22][CH2:23][OH:24].